Dataset: the Open Reaction Database (ORD), a public repository of structured organic reaction records. Task: describe an organic reaction: reactants, conditions, products, and yield Reactants: CO, CC(C)=O, CCCCCCCCCCCNC(=N)NC(=N)NCCc1ccc(OC)cc1, Cl, Cl, Cl. Product: CCCCCCCCCCCNC1=NC(C)(C)N=C(NCCc2ccc(OC)cc2)N1, Cl. RXN SMILES: [CH3:1][OH:2].[CH3:34][C:35]([CH3:36])=[O:37].[CH3:6][O:7][c:8]1[cH:9][cH:10][c:11]([CH2:12][CH2:13][NH:14][C:15](=[NH:16])[NH:17][C:18](=[NH:19])[NH:20][CH2:21][CH2:22][CH2:23][CH2:24][CH2:25][CH2:26][CH2:27][CH2:28][CH2:29][CH2:30][CH3:31])[cH:32][cH:33]1.[ClH:3].[ClH:4].[ClH:5]>>[CH3:6][O:7][c:8]1[cH:9][cH:10][c:11]([CH2:12][CH2:13][NH:14][C:15]2=[N:16][C:35]([CH3:34])([CH3:36])[N:19]=[C:18]([NH:20][CH2:21][CH2:22][CH2:23][CH2:24][CH2:25][CH2:26][CH2:27][CH2:28][CH2:29][CH2:30][CH3:31])[NH:17]2)[cH:32][cH:33]1.[ClH:3]. Reactants: CC(C)C[Al+]CC(C)C, C#CCOc1nc(C(=O)OCC)cs1, Cc1ccccc1, [Cl-], [H-], [Na+], C1CCOC1. Yields the product C#CCOc1nc(CO)cs1. RXN SMILES: [CH2:16]([Al+:17][CH2:18][CH:19]([CH3:20])[CH3:21])[CH:22]([CH3:23])[CH3:24].[CH2:1]([C:2]#[CH:3])[O:4][c:5]1[s:6][cH:7][c:8]([C:10](=[O:11])[O:12][CH2:13][CH3:14])[n:9]1.[CH3:32][c:33]1[cH:34][cH:35][cH:36][cH:37][cH:38]1.[Cl-:26].[H-:15].[Na+:25].[O:27]1[CH2:28][CH2:29][CH2:30][CH2:31]1>>[CH2:1]([C:2]#[CH:3])[O:4][c:5]1[s:6][cH:7][c:8]([CH2:10][OH:11])[n:9]1. Reactants: NC1=NC(=C(C(=N1)O)CCC#N)C (3-(2-amino-4-hydroxy-6-methylpyrimidine-5-yl)propanenitrile), P(=O)(Cl)(Cl)Cl (phosphorous oxychloride). Reaction conditions: time 5 hour. Product: NC1=NC(=C(C(=N1)Cl)CCC#N)C (3-(2-Amino-4-chloro-6-methlpyrimidine-5-yl)propanenitrile). Yield: 48.0%. As a reaction SMILES: [NH2:1][C:2]1[N:7]=[C:6](O)[C:5]([CH2:9][CH2:10][C:11]#[N:12])=[C:4]([CH3:13])[N:3]=1.P(Cl)(Cl)([Cl:16])=O>>[NH2:1][C:2]1[N:7]=[C:6]([Cl:16])[C:5]([CH2:9][CH2:10][C:11]#[N:12])=[C:4]([CH3:13])[N:3]=1. Procedure: A mixture of 3-(2-amino-4-hydroxy-6-methylpyrimidine-5-yl)propanenitrile (2 g, 11.2 mmol) and phosphorous oxychloride (13 ml) was kept at 90° C. for 5 hours. The procedure according to pro-treatment of Reference-example 6 was carried out to give the object compound (1.06 g, 48%).